From a dataset of the Open Reaction Database (ORD), a public repository of structured organic reaction records. describe an organic reaction: reactants, conditions, products, and yield Starting materials: C(C)#N.O (acetonitrile water), C(=O)O (HCOOH), C(C)C1=C(NC2=CC=CC=C12)C1=C(N=NC(=C1)C1=CC=NC=C1)OC (3-Ethyl-2-(3-methoxy-6-pyridin-4-yl-pyridazin-4-yl)-1H-indole). The solvent is [OH-].[Na+] (NaOH), C(C)O (ethanol). Run at temperature 150 celsius. Product: C(C)C1=C(NC2=CC=CC=C12)C=1C(NN=C(C1)C1=CC=NC=C1)=O (4-(3-Ethyl-1H-indol-2-yl)-6-pyridin-4-yl-2H-pyridazin-3-one). RXN SMILES: [CH2:1]([C:3]1[C:11]2[C:6](=[CH:7][CH:8]=[CH:9][CH:10]=2)[NH:5][C:4]=1[C:12]1[CH:17]=[C:16]([C:18]2[CH:23]=[CH:22][N:21]=[CH:20][CH:19]=2)[N:15]=[N:14][C:13]=1[O:24]C)[CH3:2].C(#N)C.O.C(O)=O>C(O)C.[OH-].[Na+]>[CH2:1]([C:3]1[C:11]2[C:6](=[CH:7][CH:8]=[CH:9][CH:10]=2)[NH:5][C:4]=1[C:12]1[C:13](=[O:24])[NH:14][N:15]=[C:16]([C:18]2[CH:23]=[CH:22][N:21]=[CH:20][CH:19]=2)[CH:17]=1)[CH3:2] |f:1.2,5.6|. Procedure: 60 mg 3-Ethyl-2-(3-methoxy-6-pyridin-4-yl-pyridazin-4-yl)-1H-indole is dissolved in 0.5 ml ethanol and 0.5 ml 1N aqueous NaOH solution. The reaction mixture is stirred at 150° C. in microwave apparatus (200 W). The reaction mixture is directly applied to HPLC chromatography to isolate the product (RP18 column, acetonitrile/water, 0.05% HCOOH) Starting materials: NC1=NC=CC=C1C1=NC=2C(=NC(=CC2)C2=CC(=CC=C2)NC(C(C)(C)O)=O)N1C1=CC=C(C=C1)C1(CCC1)NC(OC(C)(C)C)=O (tert-butyl (1-{4-[2-(2-aminopyridin-3-yl)-5-{3-[(2-hydroxy-2-methylpropanoyl)amino]phenyl}-3H-imidazo[4,5-b]pyridin-3-yl]phenyl}cyclobutyl)carbamate), FC(C(=O)O)(F)F (trifluoroacetic acid), ClCCl (dichloromethane). Conditions: time 1 hour. Yields the product Cl.NC1(CCC1)C1=CC=C(C=C1)N1C(=NC=2C1=NC(=CC2)C=2C=C(C=CC2)NC(C(C)(C)O)=O)C=2C(=NC=CC2)N (N-(3-{3-[4-(1-aminocyclobutyl)phenyl]-2-(2-aminopyridin-3-yl)-3H-imidazo[4,5-b]pyridin-5-yl}phenyl)-2-hydroxy-2-methylpropanamide hydrochloride). RXN SMILES: [NH2:1][C:2]1[C:7]([C:8]2[N:29]([C:30]3[CH:35]=[CH:34][C:33]([C:36]4([NH:40]C(=O)OC(C)(C)C)[CH2:39][CH2:38][CH2:37]4)=[CH:32][CH:31]=3)[C:11]3=[N:12][C:13]([C:16]4[CH:21]=[CH:20][CH:19]=[C:18]([NH:22][C:23](=[O:28])[C:24]([OH:27])([CH3:26])[CH3:25])[CH:17]=4)=[CH:14][CH:15]=[C:10]3[N:9]=2)=[CH:6][CH:5]=[CH:4][N:3]=1.FC(F)(F)C(O)=O.[Cl:55]CCl>>[ClH:55].[NH2:40][C:36]1([C:33]2[CH:34]=[CH:35][C:30]([N:29]3[C:11]4=[N:12][C:13]([C:16]5[CH:17]=[C:18]([NH:22][C:23](=[O:28])[C:24]([OH:27])([CH3:26])[CH3:25])[CH:19]=[CH:20][CH:21]=5)=[CH:14][CH:15]=[C:10]4[N:9]=[C:8]3[C:7]3[C:2]([NH2:1])=[N:3][CH:4]=[CH:5][CH:6]=3)=[CH:31][CH:32]=2)[CH2:37][CH2:38][CH2:39]1 |f:3.4|. Reported procedure: To a solution of tert-butyl (1-{4-[2-(2-aminopyridin-3-yl)-5-{3-[(2-hydroxy-2-methylpropanoyl)amino]phenyl}-3H-imidazo[4,5-b]pyridin-3-yl]phenyl}cyclobutyl)carbamate (20 mg) in dichloromethane (3 mL) was added trifluoroacetic acid (0.6 mL) dropwise at room temperature. After being stirred at the same temperature for 1 h, the reaction mixture was concentrated under reduced pressure. Dichloromethane (5 mL) and MP-carbonate (Argonaout technologies 2.91 mmol/g, 200 mg) were added. The mixture was st... Reactants: [Na+].OC1=C2CCCCC2=C(C=2OC(=CC(C21)=O)C(=O)[O-])CCC (6,7,8,9-tetrahydro-5-hydroxy-4-oxo-10-propyl-4H-naphtho[2,3-b]pyran-2-carboxylic acid sodium salt), C([C@@H]1[C@H]([C@@H]([C@H]([C@@H](O1)O)O)O)O)OP(=O)(O)O (glucose-6-phosphate), P(=O)([O-])([O-])[O-] (phosphate), C1=CC(=C[N+](=C1)[C@@H]2[C@H]([C@H]([C@@H](O2)COP(=O)([O-])OP(=O)(O)OC[C@@H]3[C@H]([C@H]([C@@H](O3)N4C=NC5=C4N=CN=C5N)OP(=O)(O)O)O)O)O)C(=O)N (nicotinamide adenine dinucleotide phosphate). Conditions: time 30 minute. The product is OC1=C2CC(CCC2=C(C=2OC(=CC(C21)=O)C(=O)O)CCC)O (5,7-Dihydroxy-6,7,8,9-tetrahydro-4-oxo-10-propyl-4H-naphtho-[2,3-b]pyran-2-carboxylic acid). Reaction SMILES: [Na+].[OH:2][C:3]1[C:16]2[C:15](=[O:17])[CH:14]=[C:13]([C:18]([O-:20])=[O:19])[O:12][C:11]=2[C:10]([CH2:21][CH2:22][CH3:23])=[C:9]2[C:4]=1[CH2:5][CH2:6][CH2:7][CH2:8]2.P([O-])([O-])([O-])=[O:25].C1C=[N+]([C@H]2O[C@@H](COP(OP(OC[C@H]3O[C@@H](N4C5N=CN=C(N)C=5N=C4)[C@H](OP(O)(O)=O)[C@@H]3O)(O)=O)([O-])=O)[C@H](O)[C@@H]2O)C=C(C(N)=O)C=1.C(OP(O)(O)=O)[C@H]1O[C@@H](O)[C@H](O)[C@@H](O)[C@@H]1O>>[OH:2][C:3]1[C:16]2[C:15](=[O:17])[CH:14]=[C:13]([C:18]([OH:20])=[O:19])[O:12][C:11]=2[C:10]([CH2:21][CH2:22][CH3:23])=[C:9]2[C:4]=1[CH2:5][CH:6]([OH:25])[CH2:7][CH2:8]2 |f:0.1|. Procedure details: A mixture of 5 parts 6,7,8,9-tetrahydro-5-hydroxy-4-oxo-10-propyl-4H-naphtho[2,3-b]pyran-2-carboxylic acid sodium salt, 4 parts of 25% w/v supernatant liver fraction, 10 parts of phosphate buffer pH 7.4, one part of nicotinamide adenine dinucleotide phosphate and one part of glucose-6-phosphate was incubated in a shaking incubator at 37° C. for 30 minutes. The reaction was stopped and protein was precipitated by the addition of 5 parts of 2 N hydrochloric acid. The reaction mixture was extracted... Reactants: Cc1c(C(=O)O)cnn1-c1ccc(Br)cc1, N#Cc1cc(N)ccc1N1CCC(N2CCOCC2)CC1. Yields the product Cc1c(C(=O)Nc2ccc(N3CCC(N4CCOCC4)CC3)c(C#N)c2)cnn1-c1ccc(Br)cc1. As a reaction SMILES: [Br:1][c:2]1[cH:3][cH:4][c:5](-[n:8]2[n:9][cH:10][c:11]([C:14](=[O:15])[OH:16])[c:12]2[CH3:13])[cH:6][cH:7]1.[NH2:17][c:18]1[cH:19][cH:20][c:21]([N:26]2[CH2:27][CH2:28][CH:29]([N:32]3[CH2:33][CH2:34][O:35][CH2:36][CH2:37]3)[CH2:30][CH2:31]2)[c:22]([C:23]#[N:24])[cH:25]1>>[Br:1][c:2]1[cH:3][cH:4][c:5](-[n:8]2[n:9][cH:10][c:11]([C:14](=[O:16])[NH:17][c:18]3[cH:19][cH:20][c:21]([N:26]4[CH2:27][CH2:28][CH:29]([N:32]5[CH2:33][CH2:34][O:35][CH2:36][CH2:37]5)[CH2:30][CH2:31]4)[c:22]([C:23]#[N:24])[cH:25]3)[c:12]2[CH3:13])[cH:6][cH:7]1. Starting materials: [BH4-], Cc1cc(C(=O)Cl)c(C)o1, Cl, [Na+], C1CCOC1, O. The product is Cc1cc(CO)c(C)o1. Reaction SMILES: [BH4-:11].[CH3:1][c:2]1[o:3][c:4]([CH3:10])[cH:5][c:6]1[C:7](=[O:8])[Cl:9].[ClH:13].[Na+:12].[O:15]1[CH2:16][CH2:17][CH2:18][CH2:19]1.[OH2:14]>>[CH3:1][c:2]1[o:3][c:4]([CH3:10])[cH:5][c:6]1[CH2:7][OH:8]. Reactants: ClC1=CC=C(C=2N3C(=NC21)NCCCC3)C(CC)CC (10-Chloro-7-(1-ethylpropyl)-2,3,4,5-tetrahydro-1H-[1,3]diazepino[1,2-a]benzimidazole), BrC1=NC=C(C=C1Cl)C(F)(F)F (2-bromo-3-chloro-5-(trifluoromethyl)pyridine), N1=C(C=CC=C1)C1=NC=CC=C1 (2,2′-bipyridyl), C([O-])([O-])=O.[Cs+].[Cs+] (cesium carbonate). Reagents/catalysts: [Cu]I (copper(I) iodide). The solvent is CN1C(CCC1)=O (1-methyl-2-pyrrolidinone), C(C)(=O)OCC (ethyl acetate). Run at temperature 150 celsius, time 16 hour. Yields the product ClC1=CC=C(C=2N3C(=NC21)N(CCCC3)C3=NC=C(C=C3Cl)C(F)(F)F)C(CC)CC (10-Chloro-1-[3-chloro-5-(trifluoromethyl)pyridin-2-yl]-7-(1-ethylpropyl)-2,3,4,5-tetrahydro-1H-[1,3]diazepino[1,2-a]benzimidazole). The yield is 43.3%. Reaction SMILES: [Cl:1][C:2]1[C:10]2[N:9]=[C:8]3[NH:11][CH2:12][CH2:13][CH2:14][CH2:15][N:7]3[C:6]=2[C:5]([CH:16]([CH2:19][CH3:20])[CH2:17][CH3:18])=[CH:4][CH:3]=1.Br[C:22]1[C:27]([Cl:28])=[CH:26][C:25]([C:29]([F:32])([F:31])[F:30])=[CH:24][N:23]=1.N1C=CC=CC=1C1C=CC=CN=1.C(=O)([O-])[O-].[Cs+].[Cs+]>CN1CCCC1=O.C(OCC)(=O)C.[Cu]I>[Cl:1][C:2]1[C:10]2[N:9]=[C:8]3[N:11]([C:22]4[C:27]([Cl:28])=[CH:26][C:25]([C:29]([F:32])([F:30])[F:31])=[CH:24][N:23]=4)[CH2:12][CH2:13][CH2:14][CH2:15][N:7]3[C:6]=2[C:5]([CH:16]([CH2:19][CH3:20])[CH2:17][CH3:18])=[CH:4][CH:3]=1 |f:3.4.5|. Procedure details: A mixture of 10-chloro-7-(1-ethylpropyl)-2,3,4,5-tetrahydro-1H-[1,3]diazepino[1,2-a]benzimidazole (Reference Example 72; 150 mg, 0.51 mmol), 2-bromo-3-chloro-5-(trifluoromethyl)pyridine (401 mg, 1.54 mmol), copper(I) iodide (97 mg, 0.51 mmol), 2,2′-bipyridyl (159 mg, 1.02 mmol) and cesium carbonate (333 mg, 1.02 mmol) in 1-methyl-2-pyrrolidinone (2.0 mL) was stirred at 150° C. for 16 hr. The mixture was diluted with ethyl acetate, filtered through a pad of celite, washed with 2N hydrochloric aci... Reactants: N1(C=CC=C1)C1=CC=C(C=C1)C(C(=O)OCC)O (ethyl 4-(1-pyrrolyl)phenylglycolate), C(C)O (ethanol), [OH-].[K+] (KOH). Run in O1CCOCC1 (dioxane). Run at temperature 27 celsius, time 3 hour. Product: N1(C=CC=C1)C1=CC=C(C=C1)C(C(=O)O)O (4-(1-pyrrolyl)phenylglycolic acid). Isolated yield 43.7%. As a reaction SMILES: [N:1]1([C:6]2[CH:11]=[CH:10][C:9]([CH:12]([OH:18])[C:13]([O:15]CC)=[O:14])=[CH:8][CH:7]=2)[CH:5]=[CH:4][CH:3]=[CH:2]1.C(O)C.[OH-].[K+]>O1CCOCC1>[N:1]1([C:6]2[CH:7]=[CH:8][C:9]([CH:12]([OH:18])[C:13]([OH:15])=[O:14])=[CH:10][CH:11]=2)[CH:2]=[CH:3][CH:4]=[CH:5]1 |f:2.3|. Procedure details: A mixture of ethyl 4-(1-pyrrolyl)phenylglycolate (0.49 g., 0.002 mole), ethanol (10 ml), dioxane (1.2 ml) and 2 M aqueous KOH (1.5 ml) was stirred at 27° C. for 3 hrs., and then evaporated to dryness. The residue was dissolved in H2O. The solution was acidified with acetic acid and extracted with ethyl acetate (3×15 ml). The combined extracts after washing with H2O and drying (MgSO4), evaporation and recrystallization of the residue from H2O gave 0.19 g (44%) of 4-(1-pyrrolyl)phenylglycolic acid... The product is C(=O)(OC(C)(C)C)N(C)CCC1=CC=CC=C1 (N-Boc,N-methyl phenethylamine). Reactants: ice, OC=1C=C(CCN(C)C(=O)OC(C)(C)C)C=CC1 (3-hydroxy-N-Boc,N-methyl phenethylamine), CN(C(=O)Cl)CCC (N-methyl,N-n-propyl carbamoyl chloride), [H-].[Na+] (NaH). RXN SMILES: O[C:2]1[CH:3]=[C:4]([CH:16]=[CH:17][CH:18]=1)[CH2:5][CH2:6][N:7]([C:9]([O:11][C:12]([CH3:15])([CH3:14])[CH3:13])=[O:10])[CH3:8].CN(CCC)C(Cl)=O.[H-].[Na+]>C(#N)C>[C:9]([N:7]([CH2:6][CH2:5][C:4]1[CH:3]=[CH:2][CH:18]=[CH:17][CH:16]=1)[CH3:8])([O:11][C:12]([CH3:15])([CH3:14])[CH3:13])=[O:10] |f:2.3|. Conditions: time 6 hour. Yield: 128.1%. The solvent is C(C)#N (acetonitrile). Procedure: To an ice-cooled solution of 3-hydroxy-N-Boc,N-methyl phenethylamine (5.0 g, 19.9 mmol) in dry acetonitrile (65 ml) was added under nitrogen, N-methyl,N-n-propyl carbamoyl chloride (4.66 g, 34.43 mmol), followed by the portionwise addition of NaH (60% disp. in oil, 1.03 g, 25.87 mmol). The reaction mixture was stirred at RT under nitrogen for 6 hrs and evaporated to dryness in-vacuo. Water (200 ml) was added, the pH was adjusted to ˜9 and the aqueous layer was extracted with ether (4×100 ml). Th... Reactants: ClC1=CC=C(C=C1)C1NCCC1 ((RS)-2-(4-chloro-phenyl)-pyrrolidine), ClC1=CC=C(C=C1)S(=O)(=O)Cl (4-chloro-benzenesulfonyl chloride). Yields the product ClC1=CC=C(C=C1)S(=O)(=O)N1C(CCC1)C1=CC=C(C=C1)Cl ((RS)-1-(4-Chloro-benzenesulfonyl)-2-(4-chloro-phenyl)-pyrrolidine). RXN SMILES: [Cl:1][C:2]1[CH:7]=[CH:6][C:5]([CH:8]2[CH2:12][CH2:11][CH2:10][NH:9]2)=[CH:4][CH:3]=1.[Cl:13][C:14]1[CH:19]=[CH:18][C:17]([S:20](Cl)(=[O:22])=[O:21])=[CH:16][CH:15]=1>>[Cl:13][C:14]1[CH:19]=[CH:18][C:17]([S:20]([N:9]2[CH2:10][CH2:11][CH2:12][CH:8]2[C:5]2[CH:4]=[CH:3][C:2]([Cl:1])=[CH:7][CH:6]=2)(=[O:22])=[O:21])=[CH:16][CH:15]=1. Reported procedure: The title compound, white solid, m.p. 159° C. and MS: m/e=355 (M+) was prepared in accordance with the general method of example 1e from (RS)-2-(4-chloro-phenyl)-pyrrolidine and 4-chloro-benzenesulfonyl chloride.